This data is from the Open Reaction Database (ORD), a public repository of structured organic reaction records. The task is: describe an organic reaction: reactants, conditions, products, and yield Reactants: CCCCN, CCO, Cc1nsc(Cl)n1. Product: CCCCNc1nc(C)ns1. As a reaction SMILES: [CH2:8]([CH2:9][CH2:10][CH3:11])[NH2:12].[CH3:13][CH2:14][OH:15].[Cl:1][c:2]1[n:3][c:4]([CH3:7])[n:5][s:6]1>>[c:2]1([NH:12][CH2:8][CH2:9][CH2:10][CH3:11])[n:3][c:4]([CH3:7])[n:5][s:6]1. The reactants are C1COCCO1, CCCOc1ccc(Cn2c(C)nc3c(C)cc(C(=O)OC)nc32)c(Cl)c1, Cl, [Na+], [OH-], O. Yields the product CCCOc1ccc(Cn2c(C)nc3c(C)cc(C(=O)O)nc32)c(Cl)c1. Reaction SMILES: [CH2:32]1[O:33][CH2:34][CH2:35][O:36][CH2:37]1.[Cl:1][c:2]1[c:3]([CH2:4][n:5]2[c:6]([CH3:19])[n:7][c:8]3[c:9]2[n:10][c:11]([C:15](=[O:16])[O:17][CH3:18])[cH:12][c:13]3[CH3:14])[cH:20][cH:21][c:22]([O:24][CH2:25][CH2:26][CH3:27])[cH:23]1.[ClH:30].[Na+:29].[OH-:28].[OH2:31]>>[Cl:1][c:2]1[c:3]([CH2:4][n:5]2[c:6]([CH3:19])[n:7][c:8]3[c:9]2[n:10][c:11]([C:15](=[O:16])[OH:17])[cH:12][c:13]3[CH3:14])[cH:20][cH:21][c:22]([O:24][CH2:25][CH2:26][CH3:27])[cH:23]1.